Dataset: the Open Reaction Database (ORD), a public repository of structured organic reaction records. Task: describe an organic reaction: reactants, conditions, products, and yield Starting materials: COCCOC, CN1CCN(C2CCC(n3nc(I)c4c(N)ncnc43)CC2)CC1, [Na+], [Na+], O=C([O-])[O-], CC1(C)OB(c2cnc(Oc3ccccc3)nc2)OC1(C)C, O, c1ccc(P(c2ccccc2)(c2ccccc2)[Pd](P(c2ccccc2)(c2ccccc2)c2ccccc2)(P(c2ccccc2)(c2ccccc2)c2ccccc2)P(c2ccccc2)(c2ccccc2)c2ccccc2)cc1. Yields the product CN1CCN(C2CCC(n3nc(-c4cnc(Oc5ccccc5)nc4)c4c(N)ncnc43)CC2)CC1. RXN SMILES: [CH3:53][O:54][CH2:55][CH2:56][O:57][CH3:58].[I:1][c:2]1[n:3][n:4]([CH:12]2[CH2:13][CH2:14][CH:15]([N:18]3[CH2:19][CH2:20][N:21]([CH3:24])[CH2:22][CH2:23]3)[CH2:16][CH2:17]2)[c:5]2[n:6][cH:7][n:8][c:9]([NH2:11])[c:10]12.[Na+:47].[Na+:48].[O-:49][C:50](=[O:51])[O-:52].[O:25]([c:26]1[cH:27][cH:28][cH:29][cH:30][cH:31]1)[c:32]1[n:33][cH:34][c:35]([B:38]2[O:39][C:40]([CH3:41])([CH3:42])[C:43]([CH3:44])([CH3:45])[O:46]2)[cH:36][n:37]1.[OH2:59].[cH:60]1[cH:61][cH:62][c:63]([P:64]([Pd:65]([P:66]([c:67]2[cH:68][cH:69][cH:70][cH:71][cH:72]2)([c:73]2[cH:74][cH:75][cH:76][cH:77][cH:78]2)[c:79]2[cH:80][cH:81][cH:82][cH:83][cH:84]2)([P:85]([c:86]2[cH:87][cH:88][cH:89][cH:90][cH:91]2)([c:92]2[cH:93][cH:94][cH:95][cH:96][cH:97]2)[c:98]2[cH:99][cH:100][cH:101][cH:102][cH:103]2)[P:104]([c:105]2[cH:106][cH:107][cH:108][cH:109][cH:110]2)([c:111]2[cH:112][cH:113][cH:114][cH:115][cH:116]2)[c:117]2[cH:118][cH:119][cH:120][cH:121][cH:122]2)([c:123]2[cH:124][cH:125][cH:126][cH:127][cH:128]2)[c:129]2[cH:130][cH:131][cH:132][cH:133][cH:134]2)[cH:135][cH:136]1>>[c:2]1(-[c:35]2[cH:34][n:33][c:32]([O:25][c:26]3[cH:27][cH:28][cH:29][cH:30][cH:31]3)[n:37][cH:36]2)[n:3][n:4]([CH:12]2[CH2:13][CH2:14][CH:15]([N:18]3[CH2:19][CH2:20][N:21]([CH3:24])[CH2:22][CH2:23]3)[CH2:16][CH2:17]2)[c:5]2[n:6][cH:7][n:8][c:9]([NH2:11])[c:10]12. Reactants: S(=O)([O-])[O-].[Na+].[Na+] (sodium sulfite), C1(=CC=CC2=CC=CC=C12)S(=O)(=O)Cl (1-naphthalenesulfonyl chloride). Run in O (water). Run at time 5 hour. Yields the product C1(=CC=CC2=CC=CC=C12)S(=O)O (1-naphthalene sulfinic acid). Yield: 95.4%. As a reaction SMILES: S([O-])([O-])=O.[Na+].[Na+].[C:7]1([S:17](Cl)(=[O:19])=[O:18])[C:16]2[C:11](=[CH:12][CH:13]=[CH:14][CH:15]=2)[CH:10]=[CH:9][CH:8]=1>O>[C:7]1([S:17]([OH:19])=[O:18])[C:16]2[C:11](=[CH:12][CH:13]=[CH:14][CH:15]=2)[CH:10]=[CH:9][CH:8]=1 |f:0.1.2|. Procedure details: 189 g of sodium sulfite was dissolved in 600 ml of water, the solution was warmed at a temperature ranging from 60° to 70° C., 68 g of 1-naphthalenesulfonyl chloride was added and then the mixture was reacted at a temperature ranging from 50° to 60° C. for 5 hours. Insolubles were filtered off, the temperature of the reaction solution was brought back to room temperature and the solution was acidified by addition of conc. hydrochloric acid. The resulting precipitates were collected by filtration...